This data is from the Open Reaction Database (ORD), a public repository of structured organic reaction records. The task is: describe an organic reaction: reactants, conditions, products, and yield The reactants are ClC1=C(C=CC(=C1)OC)N1N=NC(=C1C)C(=O)NC=1C(N(N(C1C)C)C1CCCCC1)=O (1-(2-Chloro-4-methoxyphenyl)-N-(2-cyclohexyl-1,5-di methyl-3-oxo-2,3-dihydro-1H-pyrazol-4-yl)-5-methyl-1H-1,2,3-tri azole-4-carboxamide), N(=[N+]=[N-])C1=CC=C(C=C1)Cl (1-azido-4-chlorobenzene), CC(C)(C)OC (TBME). The product is ClC1=CC=C(C=C1)N1N=NC(=C1C)C(=O)O (1-(4-Chlorophenyl)-5-methyl-1H-1,2,3-triazole-4-carboxylic acid). As a reaction SMILES: ClC1C=C(OC)C=CC=1N1C(C)=C(C(N[C:19]2[C:20](=[O:32])N(C3CCCCC3)N(C)[C:23]=2[CH3:24])=O)N=N1.[N:33]([C:36]1[CH:41]=[CH:40][C:39]([Cl:42])=[CH:38][CH:37]=1)=[N+:34]=[N-:35].CC([O:47]C)(C)C>>[Cl:42][C:39]1[CH:40]=[CH:41][C:36]([N:33]2[C:23]([CH3:24])=[C:19]([C:20]([OH:32])=[O:47])[N:35]=[N:34]2)=[CH:37][CH:38]=1. Procedure details: The title compound was prepared analogously to 1-(2-chloro-4-methoxyphenyl)-5-methyl-1H-1,2,3-triazole-4-carboxylic acid (Example 1 step 2) by replacing 1-azido-2-chloro-4-methoxybenzene with 1-azido-4-chlorobenzene in (0.5 M in TBME). Solvent: O1CCOCC1 (1,4-Dioxane). Product: BrC1=CN(C=2N=CN=C(C21)Cl)C2COC2 (5-bromo-4-chloro-7-(3-oxetanyl)-7H-pyrrolo[2,3-d]pyrimidine). As a reaction SMILES: [Br:1][C:2]1[C:10]2[C:5]([NH:6][CH:7]=[N:8][C:9]=2[Cl:11])=[N:4][CH:3]=1.[O:12]1[CH2:15][CH:14](O)[CH2:13]1.C1(P(C2C=CC=CC=2)C2C=CC=CC=2)C=CC=CC=1.CCOC(/N=N/C(OCC)=O)=O>O1CCOCC1>[Br:1][C:2]1[C:10]2[C:9]([Cl:11])=[N:8][CH:7]=[N:6][C:5]=2[N:4]([CH:14]2[CH2:15][O:12][CH2:13]2)[CH:3]=1. Procedure: To 5-bromo-4-chloro-1H-pyrrolo[2,3-d]pyrimidine (300 mg, 1.291 mmol) were added 3-oxetanol (287 mg, 3.87 mmol), polymer bound triphenylphosphine (860 mg, 2.58 mmol) resin and 1,4-Dioxane (2 mL) into a 5 mL microwave vial then DEAD (0.409 mL, 2.58 mmol) was added. The reaction vial was then capped and heated in microwave reactor for 15 minutes at 85° C. The reaction was not complete so it was heated for a total of 1 hr and the reaction was filtered, concentrated, diluted with EtOAc (10 mL) then w... Reaction conditions: temperature 85 celsius. Reactants: CCOC(=O)/N=N/C(=O)OCC (DEAD), BrC1=CN=C2NC=NC(=C21)Cl (5-bromo-4-chloro-1H-pyrrolo[2,3-d]pyrimidine), O1CC(C1)O (3-oxetanol), C1(=CC=CC=C1)P(C1=CC=CC=C1)C1=CC=CC=C1 (triphenylphosphine). Isolated yield 42.1%. Starting materials: C(C1=CC=CC=C1)(=O)O[C@@H]1C(C2=CC[C@H]3[C@@H]4CC[C@H]([C@H](C)CO[Si](C(C)C)(C(C)C)C(C)C)[C@]4(CC[C@@H]3[C@]2(CC1)C)C)(C)C ((20S)-4,4-dimethyl-20-[((triisopropylsilyl)oxy)methyl]-pregna-5-en-3β-ol benzoate), BrN1C(=O)N(C(=O)C1(C)C)Br (1,3-dibrom-5,5-dimethyl-hydantoin), CC1=NC(=CC(=C1)C)C (2,4,6-trimethylpyridine). Yields the product C(C1=CC=CC=C1)(=O)O[C@@H]1C(C2=CC=C3[C@@H]4CC[C@H]([C@H](C)CO[Si](C(C)C)(C(C)C)C(C)C)[C@]4(CC[C@@H]3[C@]2(CC1)C)C)(C)C ((20S)-4,4-dimethyl-20-[((triisopropylsilyl)oxy)methyl]-pregna-5,7-dien-3β-ol benzoate). Isolated yield 100.1%. RXN SMILES: [C:1]([O:9][C@H:10]1[CH2:40][CH2:39][C@@:38]2([CH3:41])[C:12](=[CH:13][CH2:14][C@@H:15]3[C@@H:37]2[CH2:36][CH2:35][C@@:34]2([CH3:42])[C@H:16]3[CH2:17][CH2:18][C@@H:19]2[C@@H:20]([CH2:22][O:23][Si:24]([CH:31]([CH3:33])[CH3:32])([CH:28]([CH3:30])[CH3:29])[CH:25]([CH3:27])[CH3:26])[CH3:21])[C:11]1([CH3:44])[CH3:43])(=[O:8])[C:2]1[CH:7]=[CH:6][CH:5]=[CH:4][CH:3]=1.BrN1C(C)(C)C(=O)N(Br)C1=O.CC1C=C(C)C=C(C)N=1>>[C:1]([O:9][C@H:10]1[CH2:40][CH2:39][C@@:38]2([CH3:41])[C:12](=[CH:13][CH:14]=[C:15]3[C@@H:37]2[CH2:36][CH2:35][C@@:34]2([CH3:42])[C@H:16]3[CH2:17][CH2:18][C@@H:19]2[C@@H:20]([CH2:22][O:23][Si:24]([CH:31]([CH3:32])[CH3:33])([CH:25]([CH3:26])[CH3:27])[CH:28]([CH3:30])[CH3:29])[CH3:21])[C:11]1([CH3:44])[CH3:43])(=[O:8])[C:2]1[CH:3]=[CH:4][CH:5]=[CH:6][CH:7]=1. Reported procedure: 42 g of (20S)-4,4-dimethyl-20-[((triisopropylsilyl)oxy)methyl]-pregna-5-en-3β-ol benzoate were treated with 13.7 g 1,3-dibrom-5,5-dimethyl-hydantoin and 18 ml 2,4,6-trimethylpyridine as described in Example 1e) to give (without purification by column chromatography) 41.9 g of (20S)-4,4-dimethyl-20-[((triisopropylsilyl)oxy)methyl]-pregna-5,7-dien-3β-ol benzoate. Reactants: C([O-])([O-])=O.[Na+].[Na+] (sodium carbonate), CNC (dimethylamine), ClC1=C(C=CC=C1)C1=NCC=2N(C3=C1C=C(C=C3)N=C=O)C(=NN2)C ([6-(o-chlorophenyl)-1-methyl-4H-s-triazolo[4,3-a][1,4]benzodiazepin-8-yl]isocyanate), FC1=C(C=CC=C1)C1=NCC=2N(C3=C1C=C(C=C3)NC(=O)NCCO)C=NN2 (1-[6-(o-fluorophenyl)-4H-s-triazolo[4,3-a][1,4]benzodiazepin-8-yl]-3-(2-hydroxyethyl)urea), NC=1C=CC2=C(C(=NCC=3N2C(=NN3)C)C3=C(C=CC=C3)Cl)C1 (8-amino-6-(2-chlorophenyl)-1-methyl-4H-s-triazolo[4,3-a][1,4]benzodiazepine). The solvent is ice, C(Cl)Cl (methylene chloride), C(C)#N (acetonitrile). Reaction conditions: time 8 hour. The product is ClC1=C(C=CC=C1)C1=NCC=2N(C3=C1C=C(C=C3)NC(N(C)C)=O)C(=NN2)C (3-[6-(o-chlorophenyl)-1-methyl-4H-s-triazolo[4,3-a][1,4]-benzodiazepin-8-yl]-1,1-dimethylurea). RXN SMILES: [Cl:1][C:2]1[CH:7]=[CH:6][CH:5]=[CH:4][C:3]=1[C:8]1[C:14]2[CH:15]=[C:16]([N:19]=[C:20]=[O:21])[CH:17]=[CH:18][C:13]=2[N:12]2[C:22]([CH3:25])=[N:23][N:24]=[C:11]2[CH2:10][N:9]=1.FC1C=CC=CC=1[C:33]1C2C=C(NC(NCCO)=O)C=CC=2N2C=NN=C2[CH2:35][N:34]=1.NC1C=CC2N3C(C)=NN=C3CN=C(C3C=CC=CC=3Cl)C=2C=1.C(=O)([O-])[O-].[Na+].[Na+].CNC>C(#N)C.C(Cl)Cl>[Cl:1][C:2]1[CH:7]=[CH:6][CH:5]=[CH:4][C:3]=1[C:8]1[C:14]2[CH:15]=[C:16]([NH:19][C:20](=[O:21])[N:34]([CH3:35])[CH3:33])[CH:17]=[CH:18][C:13]=2[N:12]2[C:22]([CH3:25])=[N:23][N:24]=[C:11]2[CH2:10][N:9]=1 |f:3.4.5|. Reported procedure: A solution of [6-(o-chlorophenyl)-1-methyl-4H-s-triazolo[4,3-a][1,4]benzodiazepin-8-yl]isocyanate, prepared as described in paragraph (a) of Example 1 from 7.0 g (21.6 mmol) of 8-amino-6-(2-chlorophenyl)-1-methyl-4H-s-triazolo[4,3-a][1,4]benzodiazepine, but using methylene chloride in place of 1,2-dichloroethane, is treated while stirring and cooling with ice with a suspension of 8.7 g (81.9 mmol) of sodium carbonate in 50 ml of ice-cold methylene chloride and 5 g (111.1 mmol) of dimethylamine, ... The reactants are C(#N)CC(=O)OCC (Ethyl cyanoacetate), CN(CCCN)C (3-(dimethylamino) propylamine). Run in C1(=CC=CC=C1)C (toluene). Run at time 0.5 hour. Yields the product C(#N)CC(=O)NCCCN(C)C (2-Cyano-N-[3-(dimethylamino)propyl]acetamide). Isolated yield 96.0%. RXN SMILES: [C:1]([CH2:3][C:4]([O:6]CC)=O)#[N:2].[CH3:9][N:10]([CH3:15])[CH2:11][CH2:12][CH2:13][NH2:14]>C1(C)C=CC=CC=1>[C:1]([CH2:3][C:4]([NH:14][CH2:13][CH2:12][CH2:11][N:10]([CH3:15])[CH3:9])=[O:6])#[N:2]. Procedure details: Ethyl cyanoacetate (51.106 g, 0.4518 mole) was added to 3-(dimethylamino) propylamine (46.162 g, 0.4518 mole) in a 250 ml round bottom flask equipped with a magnetic stir bar. After stirring for approximately 0.5 hr, 50 ml of toluene was added. The clear orange liquid was stirred at room temperature for approximately 15 hours, after which the ethanol and toluene were removed via vacuum distillation. 2-Cyano-N-[3-(dimethylamino)propyl]acetamide was obtained in 96% yield. The reactants are CS(C)=O, CCCCCCC(CC)OS(C)(=O)=O, [N-]=[N+]=[N-], [Na+]. Yields the product CCCCCCC(CC)N=[N+]=[N-]. As a reaction SMILES: [CH3:19][S:20]([CH3:21])=[O:22].[CH3:1][S:2]([O:3][CH:6]([CH2:7][CH2:8][CH2:9][CH2:10][CH2:11][CH3:12])[CH2:13][CH3:14])(=[O:4])=[O:5].[N-:16]=[N+:17]=[N-:18].[Na+:15]>>[CH:6]([CH2:7][CH2:8][CH2:9][CH2:10][CH2:11][CH3:12])([CH2:13][CH3:14])[N:16]=[N+:17]=[N-:18].